Dataset: the Open Reaction Database (ORD), a public repository of structured organic reaction records. Task: describe an organic reaction: reactants, conditions, products, and yield Reactants: CNC1CCN(C)C1, COc1ccc(CN(c2cccc(C(=O)O)c2)c2cc(Cl)nn3c(C#N)cnc23)cc1, CN(C)C=O, O. Yields the product COc1ccc(CN(c2cccc(C(=O)N(C)C3CCN(C)C3)c2)c2cc(Cl)nn3c(C#N)cnc23)cc1. Reaction SMILES: [CH3:32][NH:33][CH:34]1[CH2:35][N:36]([CH3:39])[CH2:37][CH2:38]1.[Cl:1][c:2]1[cH:3][c:4]([N:13]([c:14]2[cH:15][c:16]([C:17](=[O:18])[OH:19])[cH:20][cH:21][cH:22]2)[CH2:23][c:24]2[cH:25][cH:26][c:27]([O:30][CH3:31])[cH:28][cH:29]2)[c:5]2[n:6]([n:7]1)[c:8]([C:11]#[N:12])[cH:9][n:10]2.[O:41]=[CH:42][N:43]([CH3:44])[CH3:45].[OH2:40]>>[Cl:1][c:2]1[cH:3][c:4]([N:13]([c:14]2[cH:15][c:16]([C:17](=[O:18])[N:33]([CH3:32])[CH:34]3[CH2:35][N:36]([CH3:39])[CH2:37][CH2:38]3)[cH:20][cH:21][cH:22]2)[CH2:23][c:24]2[cH:25][cH:26][c:27]([O:30][CH3:31])[cH:28][cH:29]2)[c:5]2[n:6]([n:7]1)[c:8]([C:11]#[N:12])[cH:9][n:10]2.